From a dataset of the Open Reaction Database (ORD), a public repository of structured organic reaction records. describe an organic reaction: reactants, conditions, products, and yield The reactants are FC1=CC=C(C=O)C=C1 (4-fluorobenzaldehyde), OC=1C=C(CO)C=CC1 (3-hydroxybenzyl alcohol), OC=1C=C(C#N)C=CC1 (3-hydroxybenzonitrile), C1=CC(=NC=C1C#N)Cl (6-chloronicotinitrile). Yields the product C(=O)C1=CC=C(OC=2C=C(C#N)C=CC2)C=C1 (3-(4-formyl-phenoxy)-benzonitrile). RXN SMILES: F[C:2]1[CH:9]=[CH:8][C:5]([CH:6]=[O:7])=[CH:4][CH:3]=1.OC1C=C(C=CC=1)CO.[OH:19][C:20]1[CH:21]=[C:22]([CH:25]=[CH:26][CH:27]=1)[C:23]#[N:24].C1C(C#N)=CN=C(Cl)C=1>>[CH:6]([C:5]1[CH:8]=[CH:9][C:2]([O:19][C:20]2[CH:21]=[C:22]([CH:25]=[CH:26][CH:27]=2)[C:23]#[N:24])=[CH:3][CH:4]=1)=[O:7]. Reported procedure: The title compound is prepared essentially as described in Preparation 1 substituting 4-fluorobenzaldehyde (0.85 mL, 8.06 mmol) for 3-hydroxybenzyl alcohol and 3-hydroxybenzonitrile (1.06 g, 8.86 mmol) for 6-chloronicotinitrile. Yield (0.90 g, 50%); 1H NMR (CDCl3) 10.01 (s, 1H), 7.95 (d, J=8.5 Hz, 2H), 7.58-7.52 (m, 2H), 7.39-7.34 (m, 2H), 7.14 (d, J=8.5 Hz, 2H). Yield: 100.2%. The solvent is CC(=O)C (acetone). Starting materials: N1=C(C=CC=C1)N1CCNCC1 (1-(2-pyridinyl)piperazine), ClCC(=O)N1C=2N(C(=C(C1)C)C1=CC(=CC=C1)C(F)(F)F)N=CC2C#N (4-(chloroacetyl)-4,5-dihydro-6-methyl-7-[3-(trifluoromethyl)phenyl]pyrazolo[1,5-a]pyrimidine-3-carbonitrile). RXN SMILES: [N:1]1[CH:6]=[CH:5][CH:4]=[CH:3][C:2]=1[N:7]1[CH2:12][CH2:11][NH:10][CH2:9][CH2:8]1.Cl[CH2:14][C:15]([N:17]1[CH2:22][C:21]([CH3:23])=[C:20]([C:24]2[CH:29]=[CH:28][CH:27]=[C:26]([C:30]([F:33])([F:32])[F:31])[CH:25]=2)[N:19]2[N:34]=[CH:35][C:36]([C:37]#[N:38])=[C:18]12)=[O:16]>CC(C)=O>[CH3:23][C:21]1[CH2:22][N:17]([C:15](=[O:16])[CH2:14][N:10]2[CH2:9][CH2:8][N:7]([C:2]3[CH:3]=[CH:4][CH:5]=[CH:6][N:1]=3)[CH2:12][CH2:11]2)[C:18]2[N:19]([N:34]=[CH:35][C:36]=2[C:37]#[N:38])[C:20]=1[C:24]1[CH:29]=[CH:28][CH:27]=[C:26]([C:30]([F:31])([F:32])[F:33])[CH:25]=1. Procedure details: A mixture of 2 g of 1-(2-pyridinyl)piperazine, 2 g of 4-(chloroacetyl)-4,5-dihydro-6-methyl-7-[3-(trifluoromethyl)phenyl]pyrazolo[1,5-a]pyrimidine-3-carbonitrile and 60 ml of acetone was refluxed on a steam bath for 8 hours and then evaporated. The residue was stirred in water and the solid collected. The solid was dissolved in dilute hydrochloric acid, filtered and the filtrate gasified with dilute ammonium hydroxide. The solid was collected, washed with water and dried in vacuo, giving 2.67 g ... The product is CC=1CN(C=2N(C1C1=CC(=CC=C1)C(F)(F)F)N=CC2C#N)C(CN2CCN(CC2)C2=NC=CC=C2)=O (4,5-Dihydro-6-methyl-4-[[4-(2-pyridinyl)-1-piperazinyl]acetyl]-7-[3-(trifluoromethyl)phenyl]pyrazolo[1,5-a]pyrimidine-3-carbonitrile). Starting materials: ClC(=O)N1C2=C(NC(C3=C1C=CC=C3)=O)C=CC=N2 (11-(chlorocarbonyl)-5,11-dihydro-6H-pyrido[2,3-b][1,4]benzodiazepin-6-one), C(CC)N(CCC)CC1CN(CC1)CCN (2-[3-[(dipropylamino)methyl]-pyrrolidin-1-yl]ethanamine). Solvent: C(C)#N (acetonitile). Yields the product C(CC)N(CCC)CC1CN(CC1)CCNC(=O)N1C2=C(NC(C3=C1C=CC=C3)=O)C=CC=N2 (5,11-Dihydro-11-[[[2-[3-[(dipropylamino)methyl]-pyrrolidin-1-yl]ethyl]amino]carbonyl]-6H-pyrido[2,3-b][1,4]benzodiazepin-6-one). Isolated yield 22.0%. RXN SMILES: Cl[C:2]([N:4]1[C:10]2[CH:11]=[CH:12][CH:13]=[CH:14][C:9]=2[C:8](=[O:15])[NH:7][C:6]2[CH:16]=[CH:17][CH:18]=[N:19][C:5]1=2)=[O:3].[CH2:20]([N:23]([CH2:27][CH:28]1[CH2:32][CH2:31][N:30]([CH2:33][CH2:34][NH2:35])[CH2:29]1)[CH2:24][CH2:25][CH3:26])[CH2:21][CH3:22]>C(#N)C>[CH2:20]([N:23]([CH2:27][CH:28]1[CH2:32][CH2:31][N:30]([CH2:33][CH2:34][NH:35][C:2]([N:4]2[C:10]3[CH:11]=[CH:12][CH:13]=[CH:14][C:9]=3[C:8](=[O:15])[NH:7][C:6]3[CH:16]=[CH:17][CH:18]=[N:19][C:5]2=3)=[O:3])[CH2:29]1)[CH2:24][CH2:25][CH3:26])[CH2:21][CH3:22]. Procedure details: Prepared analogously to Example 2 from 11-(chlorocarbonyl)-5,11-dihydro-6H-pyrido[2,3-b][1,4]benzodiazepin-6-one and 2-[3-[(dipropylamino)methyl]-pyrrolidin-1-yl]ethanamine in a yield of 22% of theory. Colourless crystals, m.p. 134°-138° C. (acetonitile). Reactants: N1=CC=CC=C1 (Pyridine), CC1=NOC(=C1C=1N(C2=CC=CC=C2C1C(C(=O)N)=O)C1=CC=C(C=C1)O)C (2-(2-(3,5-dimethylisoxazol-4-yl)-1-(4-hydroxyphenyl)-1H-indol-3-yl)-2-oxoacetamide), Cl.NO (hydroxylamine hydrochloride). Solvent: CCO (EtOH). Run at temperature 150 celsius, time 5 minute. The product is CC1=NOC(=C1C=1N(C2=CC=CC=C2C1C(C(=O)N)=NO)C1=CC=C(C=C1)O)C (2-(2-(3,5-dimethylisoxazol-4-yl)-1-(4-hydroxyphenyl)-1H-indol-3-yl)-2(hydroxyimino)acetamide), anti oxime. Reaction SMILES: N1C=CC=CC=1.[CH3:7][C:8]1[C:12]([C:13]2[N:14]([C:27]3[CH:32]=[CH:31][C:30]([OH:33])=[CH:29][CH:28]=3)[C:15]3[C:20]([C:21]=2[C:22](=O)[C:23]([NH2:25])=[O:24])=[CH:19][CH:18]=[CH:17][CH:16]=3)=[C:11]([CH3:34])[O:10][N:9]=1.Cl.[NH2:36][OH:37]>CCO>[CH3:7][C:8]1[C:12]([C:13]2[N:14]([C:27]3[CH:28]=[CH:29][C:30]([OH:33])=[CH:31][CH:32]=3)[C:15]3[C:20]([C:21]=2[C:22](=[N:36][OH:37])[C:23]([NH2:25])=[O:24])=[CH:19][CH:18]=[CH:17][CH:16]=3)=[C:11]([CH3:34])[O:10][N:9]=1 |f:2.3|. Procedure: 50 μl Pyridine was added to 8.8 mg 2-(2-(3,5-dimethylisoxazol-4-yl)-1-(4-hydroxyphenyl)-1H-indol-3-yl)-2-oxoacetamide and 32.6 mg hydroxylamine hydrochloride in 1.5 ml EtOH in a microwave vial. The vial was sealed and flushed with nitrogen. The mixture was heated to 150° C. for 7.5 min. and then to 150° C. for 5 min. in a Biotage Initiator microwave oven. The mixture was concentrated in vacuo and purified by preparative HPLC (formic acid buffer/acetonitrile). 2-(2-(3,5-dimethylisoxazol-4-yl)-1-(... Reactants: CCOC(=O)c1c(O)c2cc(C)ccc2n(C)c1=O, Cc1ccccc1, NC1CCCCC1, O. The product is Cc1ccc2c(c1)c(O)c(C(=O)NC1CCCCC1)c(=O)n2C. RXN SMILES: [CH2:8]([O:10][C:11](=[O:9])[c:13]1[c:14](=[O:26])[n:15]([CH3:25])[c:16]2[cH:17][cH:18][c:19]([CH3:24])[cH:20][c:21]2[c:22]1[OH:23])[CH3:12].[CH3:27][c:28]1[cH:29][cH:30][cH:31][cH:32][cH:33]1.[NH2:1][CH:2]1[CH2:3][CH2:4][CH2:5][CH2:6][CH2:7]1.[OH2:34]>>[NH:1]([CH:2]1[CH2:3][CH2:4][CH2:5][CH2:6][CH2:7]1)[C:11](=[O:10])[c:13]1[c:14](=[O:26])[n:15]([CH3:25])[c:16]2[cH:17][cH:18][c:19]([CH3:24])[cH:20][c:21]2[c:22]1[OH:23].